Dataset: the Open Reaction Database (ORD), a public repository of structured organic reaction records. Task: describe an organic reaction: reactants, conditions, products, and yield Starting materials: C(C1=CC=CC=C1)OCCC(CO)(C)OC1=CC2=C(C3=NC(=CN3CCO2)C=2N(N=C(N2)C)C(C)C)C=C1 (4-benzyloxy-2-[2-(2-isopropyl-5-methyl-2H-[1,2,4]triazol-3-yl)-4,5-dihydro-6-oxa-1,3a-diazabenzo[e]azulen-8-yloxy]-2-methylbutan-1-ol). Reaction conditions: time 4 hour. Isolated yield 57.7%. RXN SMILES: C([O:8][CH2:9][CH2:10][C:11]([O:15][C:16]1[CH:38]=[CH:37][C:19]2[C:20]3[N:24]([CH2:25][CH2:26][O:27][C:18]=2[CH:17]=1)[CH:23]=[C:22]([C:28]1[N:29]([CH:34]([CH3:36])[CH3:35])[N:30]=[C:31]([CH3:33])[N:32]=1)[N:21]=3)([CH3:14])[CH2:12][OH:13])C1C=CC=CC=1>[Pd].[OH-].[OH-].[Pd+2]>[CH:34]([N:29]1[C:28]([C:22]2[N:21]=[C:20]3[N:24]([CH2:25][CH2:26][O:27][C:18]4[CH:17]=[C:16]([O:15][C:11]([CH3:14])([CH2:10][CH2:9][OH:8])[CH2:12][OH:13])[CH:38]=[CH:37][C:19]=43)[CH:23]=2)=[N:32][C:31]([CH3:33])=[N:30]1)([CH3:36])[CH3:35] |f:2.3.4|. Yields the product C(C)(C)N1N=C(N=C1C1=CN2CCOC3=C(C2=N1)C=CC(=C3)OC(CO)(CCO)C)C (2-[2-(2-Isopropyl-5-methyl-2H-[1,2,4]triazol-3-yl)-4,5-dihydro-6-oxa-1,3a-diazabenzo[e]azulen-8-yloxy]-2-methylbutane-1,4-diol). Solvent: IMS. Reagents/catalysts: [Pd] (Pd/C), [OH-].[OH-].[Pd+2] (Pd(OH)2/C). Procedure details: To a solution of 4-benzyloxy-2-[2-(2-isopropyl-5-methyl-2H-[1,2,4]triazol-3-yl)-4,5-dihydro-6-oxa-1,3a-diazabenzo[e]azulen-8-yloxy]-2-methylbutan-1-ol (29 mg, 0.0568 mmol) in IMS (5 mL) was added 10% Pd/C (5 mg). The reaction mixture was stirred at RT under a hydrogen atmosphere for 4 h. The suspension was then filtered through a pad of Celite® and the filtrate was concentrated in vacuo. To a solution of the residue thus obtained in IMS (5 mL) was added Pd(OH)2/C (10 mg) and the reaction mixture...